Task: describe an organic reaction: reactants, conditions, products, and yield. Dataset: the Open Reaction Database (ORD), a public repository of structured organic reaction records Starting materials: NC1C2=C(SCC3=C1C=CC=C3)C=CC=C2 (11-amino-6,11-dihydrodibenzo[b,e]thiepin), ClCCCCC(=O)Cl (5-chlorovaleryl chloride). Run in O1CCOCC1 (dioxane). The product is ClCCCCC(=O)NC1C2=C(SCC3=C1C=CC=C3)C=CC=C2 (11-(5-chlorovalerylamino)-6,11-dihydrodibenzo[b,e]thiepin). The yield is 93.4%. Reaction SMILES: [NH2:1][CH:2]1[C:8]2[CH:9]=[CH:10][CH:11]=[CH:12][C:7]=2[CH2:6][S:5][C:4]2[CH:13]=[CH:14][CH:15]=[CH:16][C:3]1=2.[Cl:17][CH2:18][CH2:19][CH2:20][CH2:21][C:22](Cl)=[O:23]>O1CCOCC1>[Cl:17][CH2:18][CH2:19][CH2:20][CH2:21][C:22]([NH:1][CH:2]1[C:8]2[CH:9]=[CH:10][CH:11]=[CH:12][C:7]=2[CH2:6][S:5][C:4]2[CH:13]=[CH:14][CH:15]=[CH:16][C:3]1=2)=[O:23]. Procedure: A mixture of 8.8 g of 11-amino-6,11-dihydrodibenzo[b,e]thiepin, 6.0 g of 5-chlorovaleryl chloride and 100 ml of dioxane is heated with stirring under reflux for 15 hours. The solvent is distilled off under reduced pressure. The residue is recrystallized from ethanol to give 12.5 g of the title compound, m.p. 155°-156° C. The reactants are CS(=O)(=O)Nc1ccc(C(=O)NCC2CN(c3ccccc3)CCN2Cc2ccccc2)cc1, CO, Cl, [OH-], [OH-], [Pd+2]. Product: CS(=O)(=O)Nc1ccc(C(=O)NCC2CN(c3ccccc3)CCN2)cc1, Cl. Reaction SMILES: [CH3:2][S:3](=[O:4])(=[O:5])[NH:6][c:7]1[cH:8][cH:9][c:10]([C:11](=[O:12])[NH:13][CH2:14][CH:15]2[N:16]([CH2:27][c:28]3[cH:29][cH:30][cH:31][cH:32][cH:33]3)[CH2:17][CH2:18][N:19]([c:21]3[cH:22][cH:23][cH:24][cH:25][cH:26]3)[CH2:20]2)[cH:34][cH:35]1.[CH3:39][OH:40].[ClH:1].[OH-:36].[OH-:37].[Pd+2:38]>>[CH3:2][S:3](=[O:4])(=[O:5])[NH:6][c:7]1[cH:8][cH:9][c:10]([C:11](=[O:12])[NH:13][CH2:14][CH:15]2[NH:16][CH2:17][CH2:18][N:19]([c:21]3[cH:22][cH:23][cH:24][cH:25][cH:26]3)[CH2:20]2)[cH:34][cH:35]1.[ClH:1].